From a dataset of the Open Reaction Database (ORD), a public repository of structured organic reaction records. describe an organic reaction: reactants, conditions, products, and yield Starting materials: C(C)[C@@H]1C(N([C@@H]1CO)S(=O)(=O)C=1C(=CC=CC1)C)=O ((±)-cis-3-Ethyl-4-hydroxymethyl-N-toluenesulfonyl-2-azetidinone), C(C)N(CC)S(F)(F)F (diethylaminosulfur trifluoride). Solvent: C(Cl)Cl (CH2Cl2). Run at time 8 hour. Yields the product C(C)[C@@H]1C(N([C@@H]1CF)S(=O)(=O)C=1C(=CC=CC1)C)=O ((±)-cis-3-Ethyl-4-fluoromethyl-N-toluenesulfonyl-2-azetidinone). RXN SMILES: [CH2:1]([C@H:3]1[C@@H:6]([CH2:7]O)[N:5]([S:9]([C:12]2[C:13]([CH3:18])=[CH:14][CH:15]=[CH:16][CH:17]=2)(=[O:11])=[O:10])[C:4]1=[O:19])[CH3:2].C(N(S(F)(F)[F:26])CC)C>C(Cl)Cl>[CH2:1]([C@H:3]1[C@@H:6]([CH2:7][F:26])[N:5]([S:9]([C:12]2[C:13]([CH3:18])=[CH:14][CH:15]=[CH:16][CH:17]=2)(=[O:11])=[O:10])[C:4]1=[O:19])[CH3:2]. Procedure details: To (±)-cis-3-Ethyl-4-hydroxymethyl-N-toluenesulfonyl-2-azetidinone (3.9 mg) in CH2Cl2 (0.5 ml) was added diethylaminosulfur trifluoride (DAST) (15μl). The mixture was stirred overnight under nitrogen. The mixture was purified by preparative TLC on a silica gel plate (1000μ) and developed with CH2Cl2 to give the titled compound. NMR(CDCl3): δ1.06(3H, t), 1.6-2.0(2H, m), 2.45(3H, s), 3.26(1H, dt), 4.27(1H, dm), 4.65(1H, m), 4.88(1H, m), 7.37(2H, d), 7.88(2H, d) Starting materials: COC1=CC=C(CNC2=NC=CC3=C2C(=CN3)C3=CC(=CC=C3)OC)C=C1 ((4-methoxybenzyl)-[3-(3-methoxyphenyl)-1H-pyrrolo-[3,2-c]pyridin-4-yl]amine), C(=O)(OC(C)(C)C)NCCCCBr (4-(BOC-amino)butyl bromide), C([O-])([O-])=O.[Cs+].[Cs+] (caesium carbonate). Run in CN(C)C=O (DMF). The product is COC1=CC=C(CNC2=NC=CC3=C2C(=CN3CCCCNC(OC(C)(C)C)=O)C3=CC(=CC=C3)OC)C=C1 (tert-butyl {4-[4-(4-methoxybenzylamino)-3-(3-methoxyphenyl)pyrrolo[3,2-c]pyridin-1-yl]butyl}carbamate). The yield is 102.8%. Reaction SMILES: [CH3:1][O:2][C:3]1[CH:27]=[CH:26][C:6]([CH2:7][NH:8][C:9]2[C:14]3[C:15]([C:18]4[CH:23]=[CH:22][CH:21]=[C:20]([O:24][CH3:25])[CH:19]=4)=[CH:16][NH:17][C:13]=3[CH:12]=[CH:11][N:10]=2)=[CH:5][CH:4]=1.[C:28]([NH:35][CH2:36][CH2:37][CH2:38][CH2:39]Br)([O:30][C:31]([CH3:34])([CH3:33])[CH3:32])=[O:29].C(=O)([O-])[O-].[Cs+].[Cs+]>CN(C=O)C>[CH3:1][O:2][C:3]1[CH:4]=[CH:5][C:6]([CH2:7][NH:8][C:9]2[C:14]3[C:15]([C:18]4[CH:23]=[CH:22][CH:21]=[C:20]([O:24][CH3:25])[CH:19]=4)=[CH:16][N:17]([CH2:39][CH2:38][CH2:37][CH2:36][NH:35][C:28](=[O:29])[O:30][C:31]([CH3:34])([CH3:33])[CH3:32])[C:13]=3[CH:12]=[CH:11][N:10]=2)=[CH:26][CH:27]=1 |f:2.3.4|. Procedure: 450 mg (1.1 mmol) of (4-methoxybenzyl)-[3-(3-methoxyphenyl)-1H-pyrrolo-[3,2-c]pyridin-4-yl]amine from Example B3, 428 mg (1.7 mmol) of 4-(BOC-amino)butyl bromide and 0.9 g (2.8 mmol) of caesium carbonate in 60 ml of DMF are warmed to 60° C. over the course of 12 h. Aqueous work-up at RT and chromatographic purification gives 600 mg (82%) of a colourless oil. The reactants are [OH-].[Na+] (sodium hydroxide), N1[C@H](CO)CCC1 (L-prolinol), C1(=CC=CC=C1)CCCC(=O)Cl (4-phenylbutyric acid chloride). The solvent is C(Cl)Cl (CH2Cl2), C(Cl)Cl (CH2Cl2). Reaction conditions: temperature 0 celsius, time 4 hour. Yields the product C1(=CC=CC=C1)CCCC(=O)N1[C@H](CO)CCC1 (N-(4-phenylbutanoyl)-L-prolinol). Isolated yield 90.0%. Reaction SMILES: [OH-].[Na+].[NH:3]1[CH2:9][CH2:8][CH2:7][C@H:4]1[CH2:5][OH:6].[C:10]1([CH2:16][CH2:17][CH2:18][C:19](Cl)=[O:20])[CH:15]=[CH:14][CH:13]=[CH:12][CH:11]=1>C(Cl)Cl>[C:10]1([CH2:16][CH2:17][CH2:18][C:19]([N:3]2[CH2:9][CH2:8][CH2:7][C@H:4]2[CH2:5][OH:6])=[O:20])[CH:15]=[CH:14][CH:13]=[CH:12][CH:11]=1 |f:0.1|. Reported procedure: Aqueous sodium hydroxide (1N, 25 ml) is added to a solution of 2.0 g of L-prolinol (U.S. Pat. No. 3,935,280) in 50 ml of CH2Cl2. After cooling the reaction mixture to 0° C., 4.0 g of 4-phenylbutyric acid chloride is added and the reaction is stirred vigorously for 4 hours at 0° C., followed by 1 hour at room temperature. The reaction is diluted with an equal volume of CH2Cl2 and the layers separated. The organic phase is washed with 30 ml of water and dried over Na2SO4 /K2CO3. The solvent is eva...